From a dataset of the Open Reaction Database (ORD), a public repository of structured organic reaction records. describe an organic reaction: reactants, conditions, products, and yield The reactants are NC1=NC(=C(C(=C1C#N)C1=CC=C(C=C1)OC[C@H]1OC(OC1)(C)C)C#N)S (2-Amino-4-(4-{[(4R)-2,2-dimethyl-1,3-dioxolan-4-yl]methoxy}phenyl)-6-mercaptopyridine-3,5-dicarbonitrile), ClCC=1N=C(OC1)C1=CC=C(C=C1)Cl (4-(chloromethyl)-2-(4-chlorophenyl)-1,3-oxazole), C([O-])(O)=O.[Na+] (sodium bicarbonate). Run in CN(C)C=O (DMF). Run at time 20 hour. The product is NC1=NC(=C(C(=C1C#N)C1=CC=C(C=C1)OC[C@H]1OC(OC1)(C)C)C#N)SCC=1N=C(OC1)C1=CC=C(C=C1)Cl (2-Amino-6-({[2-(4-chlorophenyl)-1,3-oxazol-4-yl]methyl}sulfanyl)-4-(4-{[(4R)-2,2-dimethyl-1,3-dioxolan-4-yl]methoxy}phenyl)pyridine-3,5-dicarbonitrile). RXN SMILES: [NH2:1][C:2]1[C:7]([C:8]#[N:9])=[C:6]([C:10]2[CH:15]=[CH:14][C:13]([O:16][CH2:17][C@@H:18]3[CH2:22][O:21][C:20]([CH3:24])([CH3:23])[O:19]3)=[CH:12][CH:11]=2)[C:5]([C:25]#[N:26])=[C:4]([SH:27])[N:3]=1.Cl[CH2:29][C:30]1[N:31]=[C:32]([C:35]2[CH:40]=[CH:39][C:38]([Cl:41])=[CH:37][CH:36]=2)[O:33][CH:34]=1.C(=O)(O)[O-].[Na+]>CN(C=O)C>[NH2:1][C:2]1[C:7]([C:8]#[N:9])=[C:6]([C:10]2[CH:15]=[CH:14][C:13]([O:16][CH2:17][C@@H:18]3[CH2:22][O:21][C:20]([CH3:23])([CH3:24])[O:19]3)=[CH:12][CH:11]=2)[C:5]([C:25]#[N:26])=[C:4]([S:27][CH2:29][C:30]2[N:31]=[C:32]([C:35]3[CH:40]=[CH:39][C:38]([Cl:41])=[CH:37][CH:36]=3)[O:33][CH:34]=2)[N:3]=1 |f:2.3|. Procedure: 70 mg (0.18 mmol) of the compound from Example 38A and 46 mg (0.20 mmol) of 4-(chloromethyl)-2-(4-chlorophenyl)-1,3-oxazole together with 46 mg (0.55 mmol) of sodium bicarbonate were suspended in 1.9 ml of dry DMF. The reaction mixture was stirred at RT for 20 h. The mixture was then freed from the solvent on a rotary evaporator, and the residue was purified by preparative HPLC (column: YMC GEL ODS-AQ S-5/15 μm; mobile phase gradient: acetonitrile/water 10:90→95:5). Starting materials: BrC1=C(N=C2N(C1=O)C=C(C=C2)F)C(C)NCCS(=O)(=O)CC (3-Bromo-2-(1-(2-(ethylsulfonyl)ethylamino)ethyl)-7-fluoro-4H-pyrido[1,2-a]pyrimidin-4-one), FC1=C(C=C(C=C1)CC(=O)O)C(F)(F)F (2-(4-fluoro-3-(trifluoromethyl)phenyl)acetic acid), C(CCl)Cl (EDC), C=1C=CC2=C(C1)N=NN2O (HOBt), CN1CCOCC1 (N-methyl morpholine). Run in C(C)(=O)OCC (ethyl acetate), C(C)(=O)OCC.ClCCl (ethyl acetate dichloromethane), O (water), CN(C)C=O (DMF). Run at time 8 hour. Product: BrC1=C(N=C2N(C1=O)C=C(C=C2)F)C(C)N(C(CC2=CC(=C(C=C2)F)C(F)(F)F)=O)CCS(=O)(=O)CC (N-(1-(3-Bromo-7-fluoro-4-oxo-4H-pyrido[1,2-a]pyrimidin-2-yl)ethyl)-N-(2-(ethylsulfonyl)ethyl)-2-(4-fluoro-3-(trifluoromethyl)phenyl)acetamide). Isolated yield 97.9%. RXN SMILES: [Br:1][C:2]1[C:7](=[O:8])[N:6]2[CH:9]=[C:10]([F:13])[CH:11]=[CH:12][C:5]2=[N:4][C:3]=1[CH:14]([NH:16][CH2:17][CH2:18][S:19]([CH2:22][CH3:23])(=[O:21])=[O:20])[CH3:15].[F:24][C:25]1[CH:30]=[CH:29][C:28]([CH2:31][C:32](O)=[O:33])=[CH:27][C:26]=1[C:35]([F:38])([F:37])[F:36].C(Cl)CCl.C1C=CC2N(O)N=NC=2C=1.CN1CCOCC1>C(OCC)(=O)C.ClCCl.O.C(OCC)(=O)C.CN(C=O)C>[Br:1][C:2]1[C:7](=[O:8])[N:6]2[CH:9]=[C:10]([F:13])[CH:11]=[CH:12][C:5]2=[N:4][C:3]=1[CH:14]([N:16]([CH2:17][CH2:18][S:19]([CH2:22][CH3:23])(=[O:21])=[O:20])[C:32](=[O:33])[CH2:31][C:28]1[CH:29]=[CH:30][C:25]([F:24])=[C:26]([C:35]([F:36])([F:38])[F:37])[CH:27]=1)[CH3:15] |f:5.6|. Procedure: To a flask with E4 (310 mg, 0.77 mmol) was added 2-(4-fluoro-3-(trifluoromethyl)phenyl)acetic acid (187 mg, 0.84 mmol), EDC (440 g, 2.3 mmol), HOBt (52 mg, 0.38 mmol), followed by 14 mL of anhydrous DMF and N-methyl morpholine (0.25 mL, 2.3 mmol). The reaction was stirred at room temperature overnight and worked up with ethyl acetate and water. Column chromatography with gradient ethyl acetate/dichloromethane (3:1 to 2:1 to 1:1) gave 460 mg E5 as an yellow foamy solid. The solvent is CO (MeOH). Procedure: To a stirred solution of 4-(benzyloxy)-1-(2-cyclopropyl-3-methylimidazo[1,2-a]pyridin-6-yl)pyridin-2(1H)-one (127 mg) in MeOH (8 ml) was added Pd/C (10%, 25 mg), and the mixture was stirred under H2 atmosphere at room temperature for 4 h. The insoluble materials were then filtered through Celite, and the filtrate was concentrated in vacuo. The residue was purified by silica gel column chromatography (MeOH/DCM) to give the title compound (56 mg) as an off-white solid. Yield: 58.2%. The reactants are C(C1=CC=CC=C1)OC1=CC(N(C=C1)C=1C=CC=2N(C1)C(=C(N2)C2CC2)C)=O (4-(benzyloxy)-1-(2-cyclopropyl-3-methylimidazo[1,2-a]pyridin-6-yl)pyridin-2(1H)-one). Reaction SMILES: C([O:8][C:9]1[CH:14]=[CH:13][N:12]([C:15]2[CH:16]=[CH:17][C:18]3[N:19]([C:21]([CH3:27])=[C:22]([CH:24]4[CH2:26][CH2:25]4)[N:23]=3)[CH:20]=2)[C:11](=[O:28])[CH:10]=1)C1C=CC=CC=1>CO.[Pd]>[CH:24]1([C:22]2[N:23]=[C:18]3[CH:17]=[CH:16][C:15]([N:12]4[CH:13]=[CH:14][C:9]([OH:8])=[CH:10][C:11]4=[O:28])=[CH:20][N:19]3[C:21]=2[CH3:27])[CH2:26][CH2:25]1. Reagents/catalysts: [Pd] (Pd/C). Conditions: time 4 hour. The product is C1(CC1)C=1N=C2N(C=C(C=C2)N2C(C=C(C=C2)O)=O)C1C (1-(2-Cyclopropyl-3-methylimidazo[1,2-a]pyridin-6-yl)-4-hydroxypyridin-2(1H)-one). As a reaction SMILES: [CH3:31][CH2:32][O:33][C:34](=[O:35])[CH3:36].[CH3:37][C:38]#[N:39].[CH:9]([N:10]([CH2:11][CH3:12])[CH:13]([CH3:14])[CH3:15])([CH3:16])[CH3:17].[F:18][C:19]([c:20]1[cH:21][c:22]([C:23](=[O:24])[Cl:25])[cH:26][cH:27][cH:28]1)([F:29])[F:30].[NH2:1][c:2]1[cH:3][cH:4][c:5]([Cl:8])[n:6][cH:7]1>>[NH:1]([c:2]1[cH:3][cH:4][c:5]([Cl:8])[n:6][cH:7]1)[C:23]([c:22]1[cH:21][c:20]([C:19]([F:18])([F:29])[F:30])[cH:28][cH:27][cH:26]1)=[O:24]. Starting materials: CCOC(C)=O, CC#N, CCN(C(C)C)C(C)C, O=C(Cl)c1cccc(C(F)(F)F)c1, Nc1ccc(Cl)nc1. Product: O=C(Nc1ccc(Cl)nc1)c1cccc(C(F)(F)F)c1. Reactants: C(C1=CC=CC=C1)OC1=C(C=C(CN2C=NC=3N=C(NC(C23)=O)CC)C=C1C(C)(C)C)C(C)(C)C (7-(4-benzyloxy-3,5-di-t-butylbenzyl)-2-ethylhypoxanthine), [H][H] (hydrogen). The reagents and catalysts are [C].[Pd] (palladium carbon). Solvent: CO (methanol). The product is C(C)C=1NC(C=2N(C=NC2N1)CC1=CC(=C(C(=C1)C(C)(C)C)O)C(C)(C)C)=O (2-ethyl-7-(4-hydroxy-3,5-di-t-butylbenzyl)hypoxanthine). Isolated yield 88.1%. RXN SMILES: C([O:8][C:9]1[C:27]([C:28]([CH3:31])([CH3:30])[CH3:29])=[CH:26][C:12]([CH2:13][N:14]2[C:22]3[C:21](=[O:23])[NH:20][C:19]([CH2:24][CH3:25])=[N:18][C:17]=3[N:16]=[CH:15]2)=[CH:11][C:10]=1[C:32]([CH3:35])([CH3:34])[CH3:33])C1C=CC=CC=1.[H][H]>CO.[C].[Pd]>[CH2:24]([C:19]1[NH:20][C:21](=[O:23])[C:22]2[N:14]([CH2:13][C:12]3[CH:26]=[C:27]([C:28]([CH3:29])([CH3:31])[CH3:30])[C:9]([OH:8])=[C:10]([C:32]([CH3:35])([CH3:34])[CH3:33])[CH:11]=3)[CH:15]=[N:16][C:17]=2[N:18]=1)[CH3:25] |f:3.4|. Procedure: 0.2 g of 10% palladium carbon was added to a solution of 0.9 g (1.90 mmol) of the resulting hypoxanthine compound in 50 ml of methanol and the mixture was stirred overnight in a hydrogen atmosphere. Palladium carbon was removed by filtration and the residue was concentrated under vacuum to obtain 0.64 g of 2-ethyl-7-(4-hydroxy-3,5-di-t-butylbenzyl)hypoxanthine (yield 100%). Reactants: FC=1C=CC(=C(C1)B1OC(C(O1)(C)C)(C)C)OCC1=CC=CC=C1 (2-[5-Fluoro-2-(phenylmethoxy)phenyl]-4,4,5,5-tetramethyl-1,3,2-dioxaborolane). Solvent: C(C)O (ethanol). Product: FC1=CC(=C(C=C1)O)B1OC(C(O1)(C)C)(C)C (4-Fluoro-2-(4,4,5,5-tetramethyl-1,3,2-dioxaborolan-2-yl)phenol). Reaction SMILES: [F:1][C:2]1[CH:3]=[CH:4][C:5]([O:17]CC2C=CC=CC=2)=[C:6]([B:8]2[O:12][C:11]([CH3:14])([CH3:13])[C:10]([CH3:16])([CH3:15])[O:9]2)[CH:7]=1>C(O)C>[F:1][C:2]1[CH:3]=[CH:4][C:5]([OH:17])=[C:6]([B:8]2[O:12][C:11]([CH3:14])([CH3:13])[C:10]([CH3:16])([CH3:15])[O:9]2)[CH:7]=1. Reported procedure: The subtitle compound was prepared by the method of example 146 step (ii) using the product from step (iii) and ethanol as solvent. Reactants: C(C1=CC=CC=C1)[C@H](C(=O)O)CC[C@@H](C(=O)N[C@@H]1C(N2[C@@H](SCC1)CCC[C@H]2C(=O)OC)=O)CC2=CC=CC=C2 ((2R,5R)-2,5-Dibenzyl-6-((4S,7S,10aS)-7-(methoxycarbonyl)-5-oxooctahydro-2H-pyrido[2,1-b][1,3]thiazepin-4-ylamino)-6-oxohexanoic acid), Cl.N[C@@H]1C(N(CCCC1)CC1=C(C=CC=C1)Cl)=O ((S)-3-Amino-1-(2-chlorobenzyl)azepan-2-one hydrochloride). Procedure details: (4S,7S,10aS)-Methyl 4-((2R,5R)-2,5-dibenzyl-6-((S)-1-(2-chlorobenzyl)-2-oxoazepan-3-ylamino)-6-oxohexanamido)-5-oxooctahydro-2H-pyrido[2,1-b][1,3]thiazepine-7-carboxylate was synthesized as described in General Procedure H using Intermediate 23 (7.0 mg, 0.012 mmol) and Intermediate 48 (3.6 mg, 0.012 mmol) to give a white solid (7.0 mg, 69% yield). Anal. Calcd. for C44H53ClN4O6S m/z 800.4. found: 801.4 (M+H)+; 1H NMR (500 MHz, CDCl3) δ ppm 7.39-7.32 (m, 1H), 7.25-7.17 (m, 7H), 7.18-7.11 (m, 6H), ... The product is C(C1=CC=CC=C1)[C@H](C(=O)N[C@@H]1C(N2[C@@H](SCC1)CCC[C@H]2C(=O)OC)=O)CC[C@@H](C(=O)N[C@@H]2C(N(CCCC2)CC2=C(C=CC=C2)Cl)=O)CC2=CC=CC=C2 ((4S,7S,10aS)-Methyl 4-((2R,5R)-2,5-dibenzyl-6-((S)-1-(2-chlorobenzyl)-2-oxoazepan-3-ylamino)-6-oxohexanamido)-5-oxooctahydro-2H-pyrido[2,1-b][1,3]thiazepine-7-carboxylate), solid. Reaction SMILES: [CH2:1]([C@@H:8]([CH2:12][CH2:13][C@H:14]([CH2:34][C:35]1[CH:40]=[CH:39][CH:38]=[CH:37][CH:36]=1)[C:15]([NH:17][C@H:18]1[CH2:24][CH2:23][S:22][C@H:21]2[CH2:25][CH2:26][CH2:27][C@@H:28]([C:29]([O:31][CH3:32])=[O:30])[N:20]2[C:19]1=[O:33])=[O:16])[C:9](O)=[O:10])[C:2]1[CH:7]=[CH:6][CH:5]=[CH:4][CH:3]=1.Cl.[NH2:42][C@H:43]1[CH2:49][CH2:48][CH2:47][CH2:46][N:45]([CH2:50][C:51]2[CH:56]=[CH:55][CH:54]=[CH:53][C:52]=2[Cl:57])[C:44]1=[O:58]>>[CH2:34]([C@@H:14]([CH2:13][CH2:12][C@H:8]([CH2:1][C:2]1[CH:3]=[CH:4][CH:5]=[CH:6][CH:7]=1)[C:9]([NH:42][C@H:43]1[CH2:49][CH2:48][CH2:47][CH2:46][N:45]([CH2:50][C:51]2[CH:56]=[CH:55][CH:54]=[CH:53][C:52]=2[Cl:57])[C:44]1=[O:58])=[O:10])[C:15]([NH:17][C@H:18]1[CH2:24][CH2:23][S:22][C@H:21]2[CH2:25][CH2:26][CH2:27][C@@H:28]([C:29]([O:31][CH3:32])=[O:30])[N:20]2[C:19]1=[O:33])=[O:16])[C:35]1[CH:40]=[CH:39][CH:38]=[CH:37][CH:36]=1 |f:1.2|. Yield: 69.0%.